Task: describe an organic reaction: reactants, conditions, products, and yield. Dataset: the Open Reaction Database (ORD), a public repository of structured organic reaction records The reactants are C#CCBr, O=C([O-])[O-], CCOC(C)=O, CN(C)C=O, COc1ccc(-c2nc(O)nn2-c2ccc(OC)cc2)cc1, [K+], [K+], O. Yields the product C#CCOc1nc(-c2ccc(OC)cc2)n(-c2ccc(OC)cc2)n1. Reaction SMILES: [Br:29][CH2:30][C:31]#[CH:32].[C:1](=[O:2])([O-:3])[O-:4].[CH3:33][CH2:34][O:35][C:36](=[O:37])[CH3:38].[CH3:39][N:40]([CH3:41])[CH:42]=[O:43].[CH3:7][O:8][c:9]1[cH:10][cH:11][c:12](-[n:15]2[n:16][c:17]([OH:28])[n:18][c:19]2-[c:20]2[cH:21][cH:22][c:23]([O:26][CH3:27])[cH:24][cH:25]2)[cH:13][cH:14]1.[K+:5].[K+:6].[OH2:44]>>[CH3:7][O:8][c:9]1[cH:10][cH:11][c:12](-[n:15]2[n:16][c:17]([O:28][CH2:32][C:31]#[CH:30])[n:18][c:19]2-[c:20]2[cH:21][cH:22][c:23]([O:26][CH3:27])[cH:24][cH:25]2)[cH:13][cH:14]1. Starting materials: [OH-].[Na+] (NaOH), C(C(C)C)N(CCCN1CCN(CC1)CCCNC1=NC2=C(N1)C=CC=C2)CC(C)C ({3-[4-(3-Diisobutylamino-propyl)-piperazin-1-yl]-propyl}-(1H-benzimidazol-2-yl)-amine), C(C(C)C)N(CCCN1CCN(CC1)CCCNC1=NC2=C(N1)C=CC=C2)CC(C)C ({3-[4-(3-Diisobutylamino-propyl)-piperazin-1-yl]-propyl}-(1H-benzimidazol-2-yl)-amine), CC1=CC(=C(C=C1)N=C=S)[N+](=O)[O-] (4-methyl-2-nitrophenyl isothiocyanate). Solvent: C(Cl)Cl (CH2Cl2). Product: C(C(C)C)N(CCCN1CCN(CC1)CCCNC(=S)NC1=C(C=C(C=C1)C)[N+](=O)[O-])CC(C)C ((3-[4(3-Diisobutylamino-propyl)-piperazin-1-yl]-propyl}-3-(4-methyl-2-nitro-phenyl)-thiourea). RXN SMILES: [CH2:1]([N:5]([CH2:28][CH:29]([CH3:31])[CH3:30])[CH2:6][CH2:7][CH2:8][N:9]1[CH2:14][CH2:13][N:12]([CH2:15][CH2:16][CH2:17][NH:18]C2NC3C=CC=CC=3N=2)[CH2:11][CH2:10]1)[CH:2]([CH3:4])[CH3:3].[CH3:32][C:33]1[CH:38]=[CH:37][C:36]([N:39]=[C:40]=[S:41])=[C:35]([N+:42]([O-:44])=[O:43])[CH:34]=1.[OH-].[Na+]>C(Cl)Cl>[CH2:28]([N:5]([CH2:1][CH:2]([CH3:4])[CH3:3])[CH2:6][CH2:7][CH2:8][N:9]1[CH2:10][CH2:11][N:12]([CH2:15][CH2:16][CH2:17][NH:18][C:40]([NH:39][C:36]2[CH:37]=[CH:38][C:33]([CH3:32])=[CH:34][C:35]=2[N+:42]([O-:44])=[O:43])=[S:41])[CH2:13][CH2:14]1)[CH:29]([CH3:31])[CH3:30] |f:2.3|. Procedure: A solution of N4-(3-{4-[3-(diisobutylamino)propyl]piperizano}propyl)-amine (intermediate of example 16) (103 mg, 0.33 mmol) and 4-methyl-2-nitrophenyl isothiocyanate (128 mg, 0.66 mmol) in CH2Cl2 (10 mL) has been stirred for 4 h at room temperature. NaOH 1M is added until alkaline pH. Organic layer was washed with NaOH 0.5M and dried over MgSO4. Crude compound is purified by thick-layer chromatography (CH2Cl2/MeOH: 90/10). Reaction SMILES: [CH3:16][S:17]([CH3:18])=[O:19].[CH3:20][C:21]([CH3:22])([O-:23])[CH3:24].[CH3:53][c:54]1[cH:55][cH:56][cH:57][cH:58][cH:59]1.[K+:25].[OH2:52].[OH:1][c:2]1[cH:3][cH:4][c:5]([C:8]([c:9]2[cH:10][cH:11][cH:12][cH:13][cH:14]2)=[O:15])[cH:6][cH:7]1.[c:26]1([CH2:27][S:28](=[O:29])(=[O:30])[c:36]2[n:37][cH:38][c:39]([S:42](=[O:43])(=[O:44])[CH2:45][c:46]3[cH:47][cH:48][cH:49][cH:50][cH:51]3)[cH:40][cH:41]2)[cH:31][cH:32][cH:33][cH:34][cH:35]1>>[O:1]([c:2]1[cH:3][cH:4][c:5]([C:8]([c:9]2[cH:10][cH:11][cH:12][cH:13][cH:14]2)=[O:15])[cH:6][cH:7]1)[c:36]1[n:37][cH:38][c:39]([S:42](=[O:43])(=[O:44])[CH2:45][c:46]2[cH:47][cH:48][cH:49][cH:50][cH:51]2)[cH:40][cH:41]1. Yields the product O=C(c1ccccc1)c1ccc(Oc2ccc(S(=O)(=O)Cc3ccccc3)cn2)cc1. The reactants are CS(C)=O, CC(C)(C)[O-], Cc1ccccc1, [K+], O, O=C(c1ccccc1)c1ccc(O)cc1, O=S(=O)(Cc1ccccc1)c1ccc(S(=O)(=O)Cc2ccccc2)nc1. Reactants: ClCCCBr, O=C([O-])[O-], CNCc1ccccc1, CC(C)=O, [K+], [K+]. Yields the product CN(CCCCl)Cc1ccccc1. RXN SMILES: [Br:1][CH2:2][CH2:3][CH2:4][Cl:5].[C:6](=[O:7])([O-:8])[O-:9].[CH3:12][NH:13][CH2:14][c:15]1[cH:16][cH:17][cH:18][cH:19][cH:20]1.[CH3:21][C:22](=[O:23])[CH3:24].[K+:10].[K+:11]>>[CH2:2]([CH2:3][CH2:4][Cl:5])[N:13]([CH3:12])[CH2:14][c:15]1[cH:16][cH:17][cH:18][cH:19][cH:20]1. Reactants: ClC1=NC(=NC(=C1)C)C1=NC(=CC=C1)CCC (4-chloro-6-methyl-2-(6-n-propyl-2-pyridinyl)pyrimidine), C([O-])(O)=O.[Na+] (sodium bicarbonate), [H][H] (hydrogen). The reagents and catalysts are [C].[Pd] (palladium carbon). Run in C(C)O (ethyl alcohol). Product: CC1=NC(=NC=C1)C1=NC(=CC=C1)CCC (4-methyl-2-(6-n-propyl-2-pyridinyl)pyrimidine). The yield is 88.9%. RXN SMILES: Cl[C:2]1[CH:7]=[C:6]([CH3:8])[N:5]=[C:4]([C:9]2[CH:14]=[CH:13][CH:12]=[C:11]([CH2:15][CH2:16][CH3:17])[N:10]=2)[N:3]=1.[H][H].C(=O)(O)[O-].[Na+]>C(O)C.[C].[Pd]>[CH3:8][C:6]1[CH:7]=[CH:2][N:3]=[C:4]([C:9]2[CH:14]=[CH:13][CH:12]=[C:11]([CH2:15][CH2:16][CH3:17])[N:10]=2)[N:5]=1 |f:2.3,5.6|. Procedure: To a solution of 4-chloro-6-methyl-2-(6-n-propyl-2-pyridinyl)pyrimidine (2 g) in ethyl alcohol (50 ml), was added 5 % palladium carbon (0.2 g). The mixture was brought into contact with hydrogen gas for two hours. After palladium carbon was filtered off, the reaction solution was concentrated under reduced pressure to give a residue. To the residue, was added saturated aqueous sodium bicarbonate solution (30 ml). The mixture was extracted with chloroform (100 ml) and dried over anhydrous magnesi... The reactants are [OH-].[Na+] (Sodium hydroxide), ClC=1C=C(C=C(C1Cl)Cl)C1(CN=C(C1)C1=CC(=C(C(=O)NCC(=O)OC)C=C1)C(F)(F)F)C(F)(F)F (Methyl N-{4-[3-(3,4,5-trichlorophenyl)-3-(trifluoromethyl)-3,4-dihydro-2H-pyrrol-5-yl]-2-(trifluoromethyl)benzoyl}glycinate). Solvent: O (Water), CCO (EtOH). Reaction conditions: time 8 hour. Product: FC(C=1C=C(C=C(C1)C(F)(F)F)C1(CN=C(C1)C1=CC(=C(C(=O)NCC(=O)O)C=C1)C(F)(F)F)C(F)(F)F)(F)F (N-[4-{3-[3,5-bis(trifluoromethyl)phenyl]-3-(trifluoromethyl)-3,4-dihydro-2H-pyrrol-5-yl}-2-(trifluoromethyl)benzoyl]glycine). As a reaction SMILES: [OH-].[Na+].Cl[C:4]1[CH:5]=[C:6]([C:12]2([C:35]([F:38])([F:37])[F:36])[CH2:16][C:15]([C:17]3[CH:30]=[CH:29][C:20]([C:21]([NH:23][CH2:24][C:25]([O:27]C)=[O:26])=[O:22])=[C:19]([C:31]([F:34])([F:33])[F:32])[CH:18]=3)=[N:14][CH2:13]2)[CH:7]=[C:8](Cl)[C:9]=1Cl>O.CCO>[F:32][C:31]([F:34])([F:33])[C:4]1[CH:5]=[C:6]([C:12]2([C:35]([F:37])([F:38])[F:36])[CH2:16][C:15]([C:17]3[CH:30]=[CH:29][C:20]([C:21]([NH:23][CH2:24][C:25]([OH:27])=[O:26])=[O:22])=[C:19]([C:31]([F:33])([F:34])[F:32])[CH:18]=3)=[N:14][CH2:13]2)[CH:7]=[C:8]([C:35]([F:38])([F:37])[F:36])[CH:9]=1 |f:0.1|. Reported procedure: Sodium hydroxide (22 mg, 0.50 mmol) was added to Methyl N-{4-[3-(3,4,5-trichlorophenyl)-3-(trifluoromethyl)-3,4-dihydro-2H-pyrrol-5-yl]-2-(trifluoromethyl)benzoyl}glycinate (130 mg, 0.22 mmol) in Water (1 ml) and EtOH (5 ml), and stirred at ambient temperature for overnight. 2NHCl was added into the mixture, and extracted with t-BuOMe three times, and dried over MgSO4. After evaporated, the crude product was got (120.0 mg, 94%). RXN SMILES: [CH2:1]([O:2][C:3](=[O:4])[NH:11][CH:12]([CH2:13][CH:14]([CH3:15])[CH3:16])[C:17](=[O:18])[NH:19][CH:20]([CH:21]([CH:22]([CH:23]([C:24](=[O:25])[NH:26][CH:27]([CH2:28][C:29](=[O:30])[O:31][CH2:32][O:33][C:34]([C:35]([CH3:36])([CH3:37])[CH3:38])=[O:39])[c:40]1[cH:41][cH:42][cH:43][cH:44][cH:45]1)[OH:46])[OH:47])[OH:48])[CH2:49][OH:50])[c:5]1[cH:6][cH:7][cH:8][cH:9][cH:10]1.[CH3:51][OH:52]>>[NH2:11][CH:12]([CH2:13][CH:14]([CH3:15])[CH3:16])[C:17](=[O:18])[NH:19][CH:20]([CH:21]([CH:22]([CH:23]([C:24](=[O:25])[NH:26][CH:27]([CH2:28][C:29](=[O:30])[O:31][CH2:32][O:33][C:34]([C:35]([CH3:36])([CH3:37])[CH3:38])=[O:39])[c:40]1[cH:41][cH:42][cH:43][cH:44][cH:45]1)[OH:46])[OH:47])[OH:48])[CH2:49][OH:50]. The reactants are CC(C)CC(NC(=O)OCc1ccccc1)C(=O)NC(CO)C(O)C(O)C(O)C(=O)NC(CC(=O)OCOC(=O)C(C)(C)C)c1ccccc1, CO. Yields the product CC(C)CC(N)C(=O)NC(CO)C(O)C(O)C(O)C(=O)NC(CC(=O)OCOC(=O)C(C)(C)C)c1ccccc1.